This data is from the Open Reaction Database (ORD), a public repository of structured organic reaction records. The task is: describe an organic reaction: reactants, conditions, products, and yield Reactants: C1CCOC1, CN1CCC(C(=O)Cl)CC1, CCCC1=NNC(=O)C1=C1C=C(Sc2ccc(N)cc2)c2ccccc2N1. Product: CCCC1=NNC(=O)C1=C1C=C(Sc2ccc(NC(=O)C3CCN(C)CC3)cc2)c2ccccc2N1. Reaction SMILES: [CH2:38]1[O:39][CH2:40][CH2:41][CH2:42]1.[CH3:28][N:29]1[CH2:30][CH2:31][CH:32]([C:35](=[O:36])[Cl:37])[CH2:33][CH2:34]1.[NH2:1][c:2]1[cH:3][cH:4][c:5]([S:8][C:9]2=[CH:10][C:11](=[C:19]3[C:20]([CH2:25][CH2:26][CH3:27])=[N:21][NH:22][C:23]3=[O:24])[NH:12][c:13]3[cH:14][cH:15][cH:16][cH:17][c:18]32)[cH:6][cH:7]1>>[NH:1]([c:2]1[cH:3][cH:4][c:5]([S:8][C:9]2=[CH:10][C:11](=[C:19]3[C:20]([CH2:25][CH2:26][CH3:27])=[N:21][NH:22][C:23]3=[O:24])[NH:12][c:13]3[cH:14][cH:15][cH:16][cH:17][c:18]32)[cH:6][cH:7]1)[C:35]([CH:32]1[CH2:31][CH2:30][N:29]([CH3:28])[CH2:34][CH2:33]1)=[O:36]. Starting materials: CC#N, c1ccc(C2CCCN2)nc1, O=S(Cl)Cl, O=C(O)c1csc(-c2cn[nH]c2)c1. The product is O=C(c1csc(-c2cn[nH]c2)c1)N1CCCC1c1ccccn1. Reaction SMILES: [CH3:25][C:26]#[N:27].[NH:14]1[CH:15]([c:19]2[n:20][cH:21][cH:22][cH:23][cH:24]2)[CH2:16][CH2:17][CH2:18]1.[S:28]([Cl:29])([Cl:30])=[O:31].[nH:1]1[n:2][cH:3][c:4](-[c:6]2[cH:7][c:8]([C:11](=[O:12])[OH:13])[cH:9][s:10]2)[cH:5]1>>[n:1]1[nH:2][cH:3][c:4](-[c:6]2[cH:7][c:8]([C:11](=[O:13])[N:14]3[CH:15]([c:19]4[n:20][cH:21][cH:22][cH:23][cH:24]4)[CH2:16][CH2:17][CH2:18]3)[cH:9][s:10]2)[cH:5]1.